Dataset: the Open Reaction Database (ORD), a public repository of structured organic reaction records. Task: describe an organic reaction: reactants, conditions, products, and yield Reactants: Cc1ccc(Cl)nn1, CC(c1ccc(B2OC(C)(C)C(C)(C)O2)cc1)N1CCC(CC(C)(C)O)(c2ccccc2)OC1=O. Yields the product Cc1ccc(-c2ccc(C(C)N3CCC(CC(C)(C)O)(c4ccccc4)OC3=O)cc2)nn1. RXN SMILES: [Cl:36][c:37]1[n:38][n:39][c:40]([CH3:43])[cH:41][cH:42]1.[OH:1][C:2]([CH2:3][C:4]1([c:28]2[cH:29][cH:30][cH:31][cH:32][cH:33]2)[CH2:5][CH2:6][N:7]([CH:11]([CH3:12])[c:13]2[cH:14][cH:15][c:16]([B:19]3[O:20][C:21]([CH3:22])([CH3:23])[C:24]([CH3:25])([CH3:26])[O:27]3)[cH:17][cH:18]2)[C:8](=[O:10])[O:9]1)([CH3:34])[CH3:35]>>[OH:1][C:2]([CH2:3][C:4]1([c:28]2[cH:29][cH:30][cH:31][cH:32][cH:33]2)[CH2:5][CH2:6][N:7]([CH:11]([CH3:12])[c:13]2[cH:14][cH:15][c:16](-[c:37]3[n:38][n:39][c:40]([CH3:43])[cH:41][cH:42]3)[cH:17][cH:18]2)[C:8](=[O:10])[O:9]1)([CH3:34])[CH3:35]. Starting materials: ClC=1C=CC2=C(N(C(S2)=O)CCN(C)C)C1 (5-Chloro-3-(2-dimethylaminoethyl)-2-benzothiazolinone), O (water), [K] (potassium). Run in C(C)O (ethanol). Run at time 2 hour. Yields the product ClC1=CC(=C(C=C1)S)NCCN(C)C (4-chloro-2-(2 -dimethylaminoethylamino)-thiophenol). The yield is 79.0%. RXN SMILES: [Cl:1][C:2]1[CH:3]=[CH:4][C:5]2[S:9]C(=O)[N:7]([CH2:11][CH2:12][N:13]([CH3:15])[CH3:14])[C:6]=2[CH:16]=1.O.[K]>C(O)C>[Cl:1][C:2]1[CH:3]=[CH:4][C:5]([SH:9])=[C:6]([NH:7][CH2:11][CH2:12][N:13]([CH3:15])[CH3:14])[CH:16]=1 |^1:17|. Procedure details: After removal of the solvent under reduced pressure, the residue was dissolved in ethylacetate, and the solution was washed with aqueous sodium hydroxide. The ethylacetate extract was acidified with dilute hydrochloric acid and the aqueous layer was neutralized with saturated aqueous sodium bicarbonate and then the resulting oily substance was extracted with ethylacetate. The extract was washed with water, dried (Na2SO4) and evaporated to give 5-chloro-3-(2-dimethylaminoethyl)-2-benzothiazolinon... Starting materials: C(C)N(S(=O)(=O)C=1C=2C=CN=CC2C=CC1)CCOS(=O)(=O)C1=CC=C(C=C1)C (N-ethyl-N-(2-p-toluenesulfonyloxyethyl)-5-isoquinolinesulfonamide), C(CCCCC)N (hexylamine), C([O-])([O-])=O.[K+].[K+] (potassium carbonate), O1CCOCC1 (dioxane), crude product. Solvent: ClCCl (dichloromethane). Run at temperature 110 celsius. The product is C(C)N(S(=O)(=O)C=1C=2C=CN=CC2C=CC1)CCNCCCCCC (N-ethyl-N-(2-hexylaminoethyl)-5-isoquinolinesulfonamide). RXN SMILES: [CH2:1]([N:3]([CH2:17][CH2:18]OS(C1C=CC(C)=CC=1)(=O)=O)[S:4]([C:7]1[C:8]2[CH:9]=[CH:10][N:11]=[CH:12][C:13]=2[CH:14]=[CH:15][CH:16]=1)(=[O:6])=[O:5])[CH3:2].[CH2:30]([NH2:36])[CH2:31][CH2:32][CH2:33][CH2:34][CH3:35].C(=O)([O-])[O-].[K+].[K+].O1CCOCC1>ClCCl>[CH2:1]([N:3]([CH2:17][CH2:18][NH:36][CH2:30][CH2:31][CH2:32][CH2:33][CH2:34][CH3:35])[S:4]([C:7]1[C:8]2[CH:9]=[CH:10][N:11]=[CH:12][C:13]=2[CH:14]=[CH:15][CH:16]=1)(=[O:5])=[O:6])[CH3:2] |f:2.3.4|. Procedure details: To 3.96 g of the thus obtained N-ethyl-N-(2-p-toluenesulfonyloxyethyl)-5-isoquinolinesulfonamide were added 1.25 g of hexylamine, 1.14 g of potassium carbonate and 20 ml of dioxane. The mixture thus obtained was heated in a pressure vessel at 110° C. for 72 hours, and then the dioxane was removed under reduced pressure to obtain a crude product. Then, 60 ml of dichloromethane was added to the crude product, and the mixture thus obtained was washed with 30 ml of water and dried with anhydrous mag... The reactants are C(C)N(C1=NC(=CC(=N1)C1=NC(=NO1)C1=CC(=C(C(=C1)C)OC[C@H]1OC1)CC)C)CC ((S)-Diethyl-{4-[3-(3-ethyl-5-methyl-4-oxiranylmethoxy-phenyl)-[1,2,4]oxadiazol-5-yl]-6-methyl-pyrimidin-2-yl}-amine), CCN(C(C)C)C(C)C (DIPEA), CS(=O)(=O)Cl (methanesulfonyl chloride). The solvent is C(Cl)Cl (DCM), C(Cl)Cl (DCM), CCOC(=O)C (EtOAc). Reaction conditions: time 1 hour. Yields the product C(C)N(C1=NC(=CC(=N1)C1=NC(=NO1)C1=CC=C(C=C1)CCNS(=O)(=O)C)C)CC (N-(2-{4-[5-(2-Diethylamino-6-methyl-pyrimidin-4-yl)-[1,2,4]oxadiazol-3-yl]-phenyl}-ethyl)-methanesulfonamide). Yield: 58.9%. As a reaction SMILES: [CH2:1]([N:3]([CH2:30][CH3:31])[C:4]1[N:9]=[C:8]([C:10]2[O:14][N:13]=[C:12]([C:15]3[CH:20]=[C:19](C)[C:18](OC[C@@H]4CO4)=[C:17](CC)[CH:16]=3)[N:11]=2)[CH:7]=[C:6]([CH3:29])[N:5]=1)[CH3:2].[CH3:32][CH2:33][N:34](C(C)C)C(C)C.[CH3:41][S:42](Cl)(=[O:44])=[O:43]>C(Cl)Cl.CCOC(C)=O>[CH2:30]([N:3]([CH2:1][CH3:2])[C:4]1[N:9]=[C:8]([C:10]2[O:14][N:13]=[C:12]([C:15]3[CH:16]=[CH:17][C:18]([CH2:32][CH2:33][NH:34][S:42]([CH3:41])(=[O:44])=[O:43])=[CH:19][CH:20]=3)[N:11]=2)[CH:7]=[C:6]([CH3:29])[N:5]=1)[CH3:31]. Procedure details: To a solution of Intermediate 12 (100 mg, 0.28 mmol) and DIPEA (97 μL, 0.57 mmol) in DCM (2 mL) at 0° C. is added dropwise a solution of methanesulfonyl chloride (33 μL, 0.43 mmol) in DCM (2 mL). The reaction mixture is stirred at rt for 1 h and is then diluted with EtOAc, and washed with sat. aq. NaHCO3. The org. phase is dried over MgSO4, filtered, evaporated and purified by prep. TLC (eluting with Heptane/EtOAc 1:1) to give the title compound (71 mg) as a yellow solid; LC-MS: tR=1.07 min; [M+...